The task is: describe an organic reaction: reactants, conditions, products, and yield. This data is from the Open Reaction Database (ORD), a public repository of structured organic reaction records. Starting materials: OC1=CC=C(C=O)C=C1 (p-hydroxybenzaldehyde), C1(OCCO1)=O (ethylene carbonate), C([O-])([O-])=O.[K+].[K+] (potassium carbonate). The product is OCCOC1=CC=C(C=C)C=C1 (p-(2-hydroxyethoxy)styrene). As a reaction SMILES: [OH:1][C:2]1[CH:9]=[CH:8][C:5]([CH:6]=O)=[CH:4][CH:3]=1.C1(=O)O[CH2:13][CH2:12][O:11]1.[C:16](=O)([O-])[O-].[K+].[K+]>>[OH:11][CH2:12][CH2:13][O:1][C:2]1[CH:9]=[CH:8][C:5]([CH:6]=[CH2:16])=[CH:4][CH:3]=1 |f:2.3.4|. Reported procedure: Woods et al. (U.S. Pat. No. 5,019,629) describe a two-step procedure for preparing p-(2-hydroxyethoxy)styrene starting with p-hydroxybenzaldehyde. In the first step, p-(2-hydroxyethoxy)benzaldehyde is formed by reacting p-hydroxybenzaldehyde with ethylene carbonate in the presence of potassium carbonate. In the second step, p-(2-hydroxyethoxy)styrene is formed by reacting the isolated p-(2-hydroxyethoxy)benzaldehyde with methyltriphenylphosphonium bromide in the presence of sodium amide. The reactants are Cl(=O)(=O)(=O)O (Perchloric acid), COC1=CC=C(C=N1)C1=CC=C(C=C1)CC[C@@H]1[C@@H]([C@H]2[C@H](OC(O2)(C)C)O1)CCN1C(C2=CC=CC=C2C1=O)=O (2-{2-[(3aS,5R,6S,6aS)-5-{2-[4-(6-methoxypyridin-3-yl)phenyl]ethyl}-2,2-dimethyltetrahydrofuro[2,3-d][1,3]dioxol-6-yl]ethyl}-1H-isoindole-1,3(2H)-dione). Run in C(C)#N (acetonitrile), C(C)(=O)OCC (ethyl acetate), O (water), O (water). Conditions: temperature 55 celsius. Yields the product O[C@H]1[C@H]([C@H](O[C@H]1O)CCC1=CC=C(C=C1)C=1C=NC(=CC1)OC)CCN1C(C2=CC=CC=C2C1=O)=O (2-{2-[(2R,3R,4S,5R)-4,5-dihydroxy-2-{2-[4-(6-methoxypyridin-3-yl)phenyl]ethyl}tetrahydrofuran-3-yl]ethyl}-1H-isoindole-1,3(2H)-dione). As a reaction SMILES: Cl(O)(=O)(=O)=O.[CH3:6][O:7][C:8]1[N:13]=[CH:12][C:11]([C:14]2[CH:19]=[CH:18][C:17]([CH2:20][CH2:21][C@H:22]3[O:31][C@H:25]4[O:26]C(C)(C)[O:28][C@H:24]4[C@H:23]3[CH2:32][CH2:33][N:34]3[C:42](=[O:43])[C:41]4[C:36](=[CH:37][CH:38]=[CH:39][CH:40]=4)[C:35]3=[O:44])=[CH:16][CH:15]=2)=[CH:10][CH:9]=1>C(#N)C.C(OCC)(=O)C.O>[OH:28][C@@H:24]1[C@H:25]([OH:26])[O:31][C@H:22]([CH2:21][CH2:20][C:17]2[CH:18]=[CH:19][C:14]([C:11]3[CH:12]=[N:13][C:8]([O:7][CH3:6])=[CH:9][CH:10]=3)=[CH:15][CH:16]=2)[C@@H:23]1[CH2:32][CH2:33][N:34]1[C:35](=[O:44])[C:36]2[C:41](=[CH:40][CH:39]=[CH:38][CH:37]=2)[C:42]1=[O:43]. Reported procedure: Perchloric acid (0.4 mL) was added to a solution of the compound obtained from step f above (0.5 g) in acetonitrile (4 mL) and water (0.8 mL) at room temperature. The reaction mixture was heated to 55° C. for 30 minutes. The reaction mixture was then quenched using sodium bicarbonate solution. The solvents were evaporated under reduced pressure. The residue thus obtained was taken up in ethyl acetate and water. The organic layer was separated, washed with water and brine solution, and dried over... Starting materials: O=C([O-])[O-], CN(C)C=O, Clc1ncnc2[nH]c(-c3ccccc3)cc12, [K+], [K+], O, O=[N+]([O-])c1ccc(O)cc1. Yields the product O=[N+]([O-])c1ccc(Oc2ncnc3[nH]c(-c4ccccc4)cc23)cc1. Reaction SMILES: [C:11](=[O:12])([O-:13])[O-:14].[CH3:17][N:18]([CH3:19])[CH:20]=[O:21].[Cl:22][c:23]1[c:24]2[c:25]([n:26][cH:27][n:28]1)[nH:29][c:30](-[c:32]1[cH:33][cH:34][cH:35][cH:36][cH:37]1)[cH:31]2.[K+:15].[K+:16].[OH2:38].[OH:1][c:2]1[cH:3][cH:4][c:5]([N+:8]([O-:9])=[O:10])[cH:6][cH:7]1>>[O:1]([c:2]1[cH:3][cH:4][c:5]([N+:8]([O-:9])=[O:10])[cH:6][cH:7]1)[c:23]1[c:24]2[c:25]([n:26][cH:27][n:28]1)[nH:29][c:30](-[c:32]1[cH:33][cH:34][cH:35][cH:36][cH:37]1)[cH:31]2. The reactants are CSCCc1nccn1CCCCc1ccc(OC(C)(C)C)cc1, Cl, [Na+], [OH-]. Product: CSCCc1nccn1CCCCc1ccc(O)cc1. Reaction SMILES: [CH3:1][S:2][CH2:3][CH2:4][c:5]1[n:6]([CH2:10][CH2:11][CH2:12][CH2:13][c:14]2[cH:15][cH:16][c:17]([O:20][C:21]([CH3:22])([CH3:23])[CH3:24])[cH:18][cH:19]2)[cH:7][cH:8][n:9]1.[ClH:27].[Na+:26].[OH-:25]>>[CH3:1][S:2][CH2:3][CH2:4][c:5]1[n:6]([CH2:10][CH2:11][CH2:12][CH2:13][c:14]2[cH:15][cH:16][c:17]([OH:20])[cH:18][cH:19]2)[cH:7][cH:8][n:9]1.